From a dataset of the Open Reaction Database (ORD), a public repository of structured organic reaction records. describe an organic reaction: reactants, conditions, products, and yield Reactants: O[C@@H](CNCCCC1=CC=C(S1)C(=O)N)C1=CC=CC=C1 (5-[3-[[(R)-β-hydroxyphenethyl]amino]propyl]-2-thiophenecarboxamide), [H-].[Al+3].[Li+].[H-].[H-].[H-] (lithium aluminium hydride), O (water), [OH-].[Na+] (sodium hydroxide). Solvent: O1CCCC1 (tetrahydrofuran). The product is NCC1=CC=C(S1)CCCNC[C@@H](C1=CC=CC=C1)O ((R)-α-[[[3-[5-(aminomethyl)-2-thienyl]propyl]amino]methyl]benzyl alcohol). Isolated yield 37.1%. Reaction SMILES: [OH:1][C@H:2]([C:16]1[CH:21]=[CH:20][CH:19]=[CH:18][CH:17]=1)[CH2:3][NH:4][CH2:5][CH2:6][CH2:7][C:8]1[S:12][C:11]([C:13]([NH2:15])=O)=[CH:10][CH:9]=1.[H-].[Al+3].[Li+].[H-].[H-].[H-].[OH-].[Na+].O>O1CCCC1>[NH2:15][CH2:13][C:11]1[S:12][C:8]([CH2:7][CH2:6][CH2:5][NH:4][CH2:3][C@H:2]([OH:1])[C:16]2[CH:17]=[CH:18][CH:19]=[CH:20][CH:21]=2)=[CH:9][CH:10]=1 |f:1.2.3.4.5.6,7.8|. Procedure: 2.58 g of 5-[3-[[(R)-β-hydroxyphenethyl]amino]propyl]-2-thiophenecarboxamide were treated portionwise in 129 ml of tetrahydrofuran under argon with 1.29 g of lithium aluminium hydride and the mixture was boiled at reflux for 3.25 hours. Then, while cooling, there were cautiously added 34 ml of 2N sodium hydroxide solution and subsequently 400 ml of water and the mixture was extracted three times with chloroform. The chloroform solutions were washed neutral with water and dilute sodium chloride s...